From a dataset of the Open Reaction Database (ORD), a public repository of structured organic reaction records. describe an organic reaction: reactants, conditions, products, and yield Reactants: C(C1=CC=CC=C1)N1CC(C(CC1)=O)C1=CC=CC=C1 (1-benzyl-3-phenyl-piperidin-4-one), N1CCSCC1 (thiomorpholine), FC(C=1C=C(C(=O)Cl)C=C(C1)C(F)(F)F)(F)F (3,5-bistrifluoromethyl-benzoyl chloride). Yields the product FC(C=1C=C(C=C(C1)C(F)(F)F)C(=O)N1C[C@H]([C@H](CC1)N1CCSCC1)C1=CC=CC=C1)(F)F (Rac-cis-(3,5-Bis-trifluoromethyl-phenyl)-(3-phenyl-4-thiomorpholin-4-yl-piperidin-1-yl)-methanone). As a reaction SMILES: C([N:8]1[CH2:13][CH2:12][C:11](=O)[CH:10]([C:15]2[CH:20]=[CH:19][CH:18]=[CH:17][CH:16]=2)[CH2:9]1)C1C=CC=CC=1.[NH:21]1[CH2:26][CH2:25][S:24][CH2:23][CH2:22]1.[F:27][C:28]([F:43])([F:42])[C:29]1[CH:30]=[C:31]([CH:35]=[C:36]([C:38]([F:41])([F:40])[F:39])[CH:37]=1)[C:32](Cl)=[O:33]>>[F:27][C:28]([F:43])([F:42])[C:29]1[CH:30]=[C:31]([C:32]([N:8]2[CH2:13][CH2:12][C@H:11]([N:21]3[CH2:26][CH2:25][S:24][CH2:23][CH2:22]3)[C@H:10]([C:15]3[CH:20]=[CH:19][CH:18]=[CH:17][CH:16]=3)[CH2:9]2)=[O:33])[CH:35]=[C:36]([C:38]([F:41])([F:40])[F:39])[CH:37]=1. Procedure: The title compound, MS: m/e=503.2 (M+H+), was prepared in accordance with the general method of example 26 from 1-benzyl-3-phenyl-piperidin-4-one, thiomorpholine and 3,5-bistrifluoromethyl-benzoyl chloride.